From a dataset of the Open Reaction Database (ORD), a public repository of structured organic reaction records. describe an organic reaction: reactants, conditions, products, and yield Starting materials: CC(C)(C)OC(=O)N1CC(O)CC1C(=O)O, CCI, C1CCOC1, [H-], [Na+]. Yields the product CCOC1CC(C(=O)O)N(C(=O)OC(C)(C)C)C1. As a reaction SMILES: [C:3]([CH3:4])([CH3:5])([CH3:6])[O:7][C:8](=[O:9])[N:10]1[CH:11]([C:16](=[O:17])[OH:18])[CH2:12][CH:13]([OH:15])[CH2:14]1.[CH2:19]([CH3:20])[I:21].[CH2:22]1[O:23][CH2:24][CH2:25][CH2:26]1.[H-:1].[Na+:2]>>[C:3]([CH3:4])([CH3:5])([CH3:6])[O:7][C:8](=[O:9])[N:10]1[CH:11]([C:16](=[O:17])[OH:18])[CH2:12][CH:13]([O:15][CH2:19][CH3:20])[CH2:14]1. Yields the product C(C)N1[C@H](C(=O)NCC2=C(C(=CC=C2)C(F)(F)F)F)CCC1=O (1-ethyl-N-{[2-fluoro-3-(trifluoromethyl)phenyl]methyl}-5-oxoprolinamide). The reactants are ClC1=C(C=CC(=C1)F)CNC([C@@H]1N(C(CC1)=O)CC)=O (N-[(2-chloro-4-fluorophenyl)methyl]-1-ethyl-5-oxo-D-prolinamide), FC1=C(CN)C=CC=C1C(F)(F)F (2-fluoro-3-trifluoromethylbenzylamine). As a reaction SMILES: ClC1C=C(F)C=CC=1CN[C:11](=[O:20])[C@H:12]1[CH2:16][CH2:15][C:14](=[O:17])[N:13]1[CH2:18][CH3:19].[F:21][C:22]1[C:29]([C:30]([F:33])([F:32])[F:31])=[CH:28][CH:27]=[CH:26][C:23]=1[CH2:24][NH2:25]>>[CH2:18]([N:13]1[C:14](=[O:17])[CH2:15][CH2:16][C@H:12]1[C:11]([NH:25][CH2:24][C:23]1[CH:26]=[CH:27][CH:28]=[C:29]([C:30]([F:31])([F:32])[F:33])[C:22]=1[F:21])=[O:20])[CH3:19]. Procedure details: 1-ethyl-N-{[2-fluoro-3-(trifluoromethyl)phenyl]methyl}-5-oxoprolinamide was prepared in a manner analogous to that described above (see example 70) for N-[(2-chloro-4-fluorophenyl)methyl]-1-ethyl-5-oxo-D-prolinamide but using 2-fluoro-3-trifluoromethylbenzylamine in the place of 2-chloro-4-fluorobenzylamine. Reactants: CC(C)(C)OC(=O)NOC(=O)OC(C)(C)C, Cc1ccccc1, CC(O)C=Cc1cccc(Oc2ccccc2)c1, CCOC(=O)N=NC(=O)OCC, c1ccc(P(c2ccccc2)c2ccccc2)cc1. The product is CC(C=Cc1cccc(Oc2ccccc2)c1)N(OC(=O)OC(C)(C)C)C(=O)OC(C)(C)C. Reaction SMILES: [C:19]([CH3:20])([CH3:21])([CH3:22])[O:23][C:24](=[O:25])[NH:26][O:27][C:28](=[O:29])[O:30][C:31]([CH3:32])([CH3:33])[CH3:34].[CH3:66][c:67]1[cH:68][cH:69][cH:70][cH:71][cH:72]1.[O:1]([c:2]1[cH:3][cH:4][cH:5][cH:6][cH:7]1)[c:8]1[cH:9][c:10]([CH:14]=[CH:15][CH:16]([CH3:17])[OH:18])[cH:11][cH:12][cH:13]1.[O:54]=[C:55]([O:56][CH2:57][CH3:58])[N:59]=[N:60][C:61]([O:62][CH2:63][CH3:64])=[O:65].[c:35]1([P:36]([c:37]2[cH:38][cH:39][cH:40][cH:41][cH:42]2)[c:43]2[cH:44][cH:45][cH:46][cH:47][cH:48]2)[cH:49][cH:50][cH:51][cH:52][cH:53]1>>[O:1]([c:2]1[cH:3][cH:4][cH:5][cH:6][cH:7]1)[c:8]1[cH:9][c:10]([CH:14]=[CH:15][CH:16]([CH3:17])[N:26]([C:24]([O:23][C:19]([CH3:20])([CH3:21])[CH3:22])=[O:25])[O:27][C:28](=[O:29])[O:30][C:31]([CH3:32])([CH3:33])[CH3:34])[cH:11][cH:12][cH:13]1. Reactants: C1(CCCCC1)CCC[C@H](C(NOCC1=CC=CC=C1)=O)[C@H](C(=O)NN1C(NC(NC1=O)=O)=O)CC(C)C (2(R)-[4-cyclohexyl-1(S)-(benzyloxycarbamoyl)butyl]-N-(2,4,6-trioxo-1,3,5-triazin-1-yl)-4-methylvaleramide). The reagents and catalysts are [Pd] (palladium-on-carbon). Solvent: CO (methanol). Yields the product C1(CCCCC1)CCC[C@H](C(NO)=O)[C@H](C(=O)NN1C(NC(NC1=O)=O)=O)CC(C)C (2(R)-[4-cyclohexyl-1(S)-(hydroxycarbamoyl)butyl]-N-(2,4,6-trioxo-1,3,5-triazin-1-yl)-4-methylvaleramide). The yield is 29.3%. As a reaction SMILES: [CH:1]1([CH2:7][CH2:8][CH2:9][C@@H:10]([C@@H:22]([CH2:35][CH:36]([CH3:38])[CH3:37])[C:23]([NH:25][N:26]2[C:31](=[O:32])[NH:30][C:29](=[O:33])[NH:28][C:27]2=[O:34])=[O:24])[C:11](=[O:21])[NH:12][O:13]CC2C=CC=CC=2)[CH2:6][CH2:5][CH2:4][CH2:3][CH2:2]1>CO.[Pd]>[CH:1]1([CH2:7][CH2:8][CH2:9][C@@H:10]([C@@H:22]([CH2:35][CH:36]([CH3:38])[CH3:37])[C:23]([NH:25][N:26]2[C:27](=[O:34])[NH:28][C:29](=[O:33])[NH:30][C:31]2=[O:32])=[O:24])[C:11](=[O:21])[NH:12][OH:13])[CH2:2][CH2:3][CH2:4][CH2:5][CH2:6]1. Procedure: A solution of 0.107 g of 2(R)-[4-cyclohexyl-1(S)-(benzyloxycarbamoyl)butyl]-N-(2,4,6-trioxo-1,3,5-triazin-1-yl)-4-methylvaleramide in 5 ml of methanol was hydrogenated in the presence of 0.01 g of 10% palladium-on-carbon for 2 hours. The mixture was filtered and evaporated and the residue was triturated with diethyl ether to give 0.026 g of 2(R)-[4-cyclohexyl-1(S)-(hydroxycarbamoyl)butyl]-N-(2,4,6-trioxo-1,3,5-triazin-1-yl)-4-methylvaleramide in the form of a white solid. Isolated yield 28.2%. Yields the product OC(CC1(CC1)S(=O)(=O)NC1=CC2=C(N=CO2)C(=C1NC1=C(C=C(C=C1)Br)Cl)F)CO (1-(2,3-dihydroxypropyl)-N-(4-fluoro-5-((4-bromo-2-chloro phenyl)amino)benzo[d]oxazol-6-yl)cyclopropane-1-sulfonamide). Reaction conditions: time 8 hour. Reactants: C(C=C)C1(CC1)S(=O)(=O)NC1=CC2=C(N=CO2)C(=C1NC1=C(C=C(C=C1)Br)Cl)F (1-allyl-N-(4-fluoro-5-((4-bromo-2-chlorophenyl)amino)benzo[d]oxazol-6-yl)cyclopropane-1-sulfonamide), C[N+]1(CCOCC1)[O-] (N-methylmorpholine-N-oxide), O (water). Solvent: C1CCOC1 (THF). The reagents and catalysts are [Os](=O)(=O)(=O)=O (osmium tetraoxide). As a reaction SMILES: [CH2:1]([C:4]1([S:7]([NH:10][C:11]2[C:19]([NH:20][C:21]3[CH:26]=[CH:25][C:24]([Br:27])=[CH:23][C:22]=3[Cl:28])=[C:18]([F:29])[C:14]3[N:15]=[CH:16][O:17][C:13]=3[CH:12]=2)(=[O:9])=[O:8])[CH2:6][CH2:5]1)[CH:2]=[CH2:3].C[N+]1([O-])CC[O:34]CC1.[OH2:38]>C1COCC1.[Os](=O)(=O)(=O)=O>[OH:38][CH:2]([CH2:3][OH:34])[CH2:1][C:4]1([S:7]([NH:10][C:11]2[C:19]([NH:20][C:21]3[CH:26]=[CH:25][C:24]([Br:27])=[CH:23][C:22]=3[Cl:28])=[C:18]([F:29])[C:14]3[N:15]=[CH:16][O:17][C:13]=3[CH:12]=2)(=[O:9])=[O:8])[CH2:6][CH2:5]1. Reported procedure: To a solution of 1-allyl-N-(4-fluoro-5-((4-bromo-2-chlorophenyl)amino)benzo[d]oxazol-6-yl)cyclopropane-1-sulfonamide (100 mg, 0.38 mmol) in THF (10 mL) was added N-methylmorpholine-N-oxide (44 mg, 0.38 mmol) followed by osmium tetraoxide (10 mg, 0.04 mmol) and water (0.5 mL). After stirring at room temperature overnight, the mixture was concentrated and then diluted with EA. The organic layer was washed with water, saturated NaHCO3 (aq.) and brine sequentially, dried over Na2SO4, filtered and co... Reactants: C1CCOC1, CC(C)C[AlH]CC(C)C, CCOC(C)=O, COC(=O)c1ccc(Cc2c(C)nc(N)nc2Cl)c(OC)c1. Product: COc1cc(CO)ccc1Cc1c(C)nc(N)nc1Cl. RXN SMILES: [CH2:32]1[O:33][CH2:34][CH2:35][CH2:36]1.[CH3:1][CH:2]([CH2:3][AlH:4][CH2:5][CH:6]([CH3:7])[CH3:8])[CH3:9].[CH3:37][CH2:38][O:39][C:40]([CH3:41])=[O:42].[NH2:10][c:11]1[n:12][c:13]([CH3:31])[c:14]([CH2:18][c:19]2[c:20]([O:29][CH3:30])[cH:21][c:22]([C:23](=[O:24])[O:25][CH3:26])[cH:27][cH:28]2)[c:15]([Cl:17])[n:16]1>>[NH2:10][c:11]1[n:12][c:13]([CH3:31])[c:14]([CH2:18][c:19]2[c:20]([O:29][CH3:30])[cH:21][c:22]([CH2:23][OH:24])[cH:27][cH:28]2)[c:15]([Cl:17])[n:16]1. Starting materials: ClC1=C(C=C(C(=O)O)C=C1)C#N (4-Chloro-3-cyanobenzoic acid), C(=O)(N1C=NC=C1)N1C=NC=C1 (carbonyldiimidazole), C(C)(C)N (isopropylamine). Yields the product ClC1=C(C=C(C(=O)NC(C)C)C=C1)C#N (4-Chloro-3-cyano-N-(1-methylethyl)benzamide). As a reaction SMILES: [Cl:1][C:2]1[CH:10]=[CH:9][C:5]([C:6]([OH:8])=O)=[CH:4][C:3]=1[C:11]#[N:12].C(N1C=CN=C1)(N1C=CN=C1)=O.[CH:25]([NH2:28])([CH3:27])[CH3:26]>>[Cl:1][C:2]1[CH:10]=[CH:9][C:5]([C:6]([NH:28][CH:25]([CH3:27])[CH3:26])=[O:8])=[CH:4][C:3]=1[C:11]#[N:12]. Procedure details: The above compound was prepared from the product of step (ii) (0.6 g), carbonyldiimidazole (0.59 g) and isopropylamine (0.51 ml) using the method of example 115 step (i). Yield 0.68 g.